From a dataset of the Open Reaction Database (ORD), a public repository of structured organic reaction records. describe an organic reaction: reactants, conditions, products, and yield Starting materials: CN(C)C(=O)Cl, Cl, NC1Cc2cc(Oc3ccccc3)ccc2N(O)C1=O, c1ccncc1. Yields the product CN(C)C(=O)ON1C(=O)C(N)Cc2cc(Oc3ccccc3)ccc21. As a reaction SMILES: [CH3:1][N:2]([C:3](=[O:4])[Cl:5])[CH3:6].[ClH:27].[NH2:7][CH:8]1[C:9](=[O:26])[N:10]([OH:25])[c:11]2[cH:12][cH:13][c:14]([O:18][c:19]3[cH:20][cH:21][cH:22][cH:23][cH:24]3)[cH:15][c:16]2[CH2:17]1.[cH:28]1[cH:29][cH:30][n:31][cH:32][cH:33]1>>[CH3:1][N:2]([C:3](=[O:4])[O:25][N:10]1[C:9](=[O:26])[CH:8]([NH2:7])[CH2:17][c:16]2[c:11]1[cH:12][cH:13][c:14]([O:18][c:19]1[cH:20][cH:21][cH:22][cH:23][cH:24]1)[cH:15]2)[CH3:6]. Starting materials: [Ag+], [Ag+], O=c1[nH]cc(Br)c2c1CCCC2, O=C([O-])[O-], CI, ClC(Cl)Cl. Product: COc1ncc(Br)c2c1CCCC2. RXN SMILES: [Ag+:23].[Ag+:24].[Br:1][c:2]1[cH:3][nH:4][c:5](=[O:12])[c:6]2[c:11]1[CH2:10][CH2:9][CH2:8][CH2:7]2.[C:19](=[O:20])([O-:21])[O-:22].[CH3:13][I:14].[CH:15]([Cl:16])([Cl:17])[Cl:18]>>[Br:1][c:2]1[cH:3][n:4][c:5]([O:12][CH3:13])[c:6]2[c:11]1[CH2:10][CH2:9][CH2:8][CH2:7]2.